From a dataset of the Open Reaction Database (ORD), a public repository of structured organic reaction records. describe an organic reaction: reactants, conditions, products, and yield Starting materials: [N+](=O)([O-])C=1C=C(C=CC1)N1C(NC(C2=CC=CC=C12)=O)=O (1-(m-nitrophenyl)quinazoline-2,4(1H, 3H)-dione), CN(C=O)C (dimethylformamide), [H-].[Na+] (sodium hydride), C(C=C)Br (allyl bromide). Run in O (water). Run at time 30 minute. Product: [N+](=O)([O-])C=1C=C(C=CC1)N1C(N(C(C2=CC=CC=C12)=O)CC=C)=O (1(m-nitrophenyl)-3 -allylquinazoline- 2,4(1H, 3H)-dione). Isolated yield 90.7%. RXN SMILES: [N+:1]([C:4]1[CH:5]=[C:6]([N:10]2[C:19]3[C:14](=[CH:15][CH:16]=[CH:17][CH:18]=3)[C:13](=[O:20])[NH:12][C:11]2=[O:21])[CH:7]=[CH:8][CH:9]=1)([O-:3])=[O:2].CN(C)C=O.[H-].[Na+].[CH2:29](Br)[CH:30]=[CH2:31]>O>[N+:1]([C:4]1[CH:5]=[C:6]([N:10]2[C:19]3[C:14](=[CH:15][CH:16]=[CH:17][CH:18]=3)[C:13](=[O:20])[N:12]([CH2:31][CH:30]=[CH2:29])[C:11]2=[O:21])[CH:7]=[CH:8][CH:9]=1)([O-:3])=[O:2] |f:2.3|. Procedure: To a solution of 2.8 g of 1-(m-nitrophenyl)quinazoline-2,4(1H, 3H)-dione and 30 ml of dimethylformamide was added 0.6 g of approximately 55 % sodium hydride and the solution was stirred for 30 minutes at room temperature. To this was further added 3.6 g of allyl bromide, and the mixture was reacted for 2 hours at room temperature. Then, the solvent was distilled off from the resulting mixture under reduced pressure to leave a residue, to which was added water to precipitate a crude product. This... Reactants: Cc1nnc(-c2ccc(C)c(-c3ccc(C(=O)O)cc3)c2)o1, CCN=C=NCCCN(C)C, CC1CCCC(N)C1C, Cl, CN(C)C=O, On1nnc2ccccc21. Yields the product Cc1nnc(-c2ccc(C)c(-c3ccc(C(=O)NC4CCCC(C)C4C)cc3)c2)o1. As a reaction SMILES: [CH3:1][c:2]1[c:3](-[c:14]2[cH:15][cH:16][c:17]([C:20](=[O:21])[OH:22])[cH:18][cH:19]2)[cH:4][c:5](-[c:8]2[o:9][c:10]([CH3:13])[n:11][n:12]2)[cH:6][cH:7]1.[CH3:34][N:35]([CH3:36])[CH2:37][CH2:38][CH2:39][N:40]=[C:41]=[N:42][CH2:43][CH3:44].[CH3:45][CH:46]1[CH:47]([NH2:53])[CH2:48][CH2:49][CH2:50][CH:51]1[CH3:52].[ClH:33].[O:54]=[CH:55][N:56]([CH3:57])[CH3:58].[OH:23][n:24]1[c:25]2[c:26]([cH:27][cH:28][cH:29][cH:30]2)[n:31][n:32]1>>[CH3:1][c:2]1[c:3](-[c:14]2[cH:15][cH:16][c:17]([C:20](=[O:21])[NH:53][CH:47]3[CH:46]([CH3:45])[CH:51]([CH3:52])[CH2:50][CH2:49][CH2:48]3)[cH:18][cH:19]2)[cH:4][c:5](-[c:8]2[o:9][c:10]([CH3:13])[n:11][n:12]2)[cH:6][cH:7]1.